Dataset: the Open Reaction Database (ORD), a public repository of structured organic reaction records. Task: describe an organic reaction: reactants, conditions, products, and yield Starting materials: CC(C)(C)C(C=Cc1cccc(Br)n1)CCCCCCCCO[SiH](c1ccccc1)c1ccccc1, [Li]CCCC, CN(C)C=O, CCOCC, Cl, C1CCOC1. Yields the product CC(C)(C)C(C=Cc1cccc(C=O)n1)CCCCCCCCO[SiH](c1ccccc1)c1ccccc1. RXN SMILES: [Br:6][c:7]1[n:8][c:9]([CH:13]=[CH:14][CH:15]([CH2:16][CH2:17][CH2:18][CH2:19][CH2:20][CH2:21][CH2:22][CH2:23][O:24][SiH:25]([c:26]2[cH:27][cH:28][cH:29][cH:30][cH:31]2)[c:32]2[cH:33][cH:34][cH:35][cH:36][cH:37]2)[C:38]([CH3:39])([CH3:40])[CH3:41])[cH:10][cH:11][cH:12]1.[CH2:1]([Li:2])[CH2:3][CH2:4][CH3:5].[CH3:42][N:43]([CH:44]=[O:45])[CH3:46].[CH3:48][CH2:49][O:50][CH2:51][CH3:52].[ClH:47].[O:53]1[CH2:54][CH2:55][CH2:56][CH2:57]1>>[c:7]1([CH:44]=[O:45])[n:8][c:9]([CH:13]=[CH:14][CH:15]([CH2:16][CH2:17][CH2:18][CH2:19][CH2:20][CH2:21][CH2:22][CH2:23][O:24][SiH:25]([c:26]2[cH:27][cH:28][cH:29][cH:30][cH:31]2)[c:32]2[cH:33][cH:34][cH:35][cH:36][cH:37]2)[C:38]([CH3:39])([CH3:40])[CH3:41])[cH:10][cH:11][cH:12]1. Reactants: C(C)(=O)SCC(C(=O)N1[C@H](C(=O)O)CC(C1)=O)CC ((S)-1-[3-(Acetylthio)-2-ethyl-1-oxopropyl]-4-oxo-L-proline), N (ammonia). Yields the product SCC(C(=O)N1[C@H](C(=O)O)CC(C1)=O)CC ((S)-1-(3-mercapto-2-ethyl-1-oxopropyl)-4-oxo-L-proline). Reaction SMILES: C([S:4][CH2:5][CH:6]([CH2:18][CH3:19])[C:7]([N:9]1[CH2:16][C:15](=[O:17])[CH2:14][C@H:10]1[C:11]([OH:13])=[O:12])=[O:8])(=O)C.N>>[SH:4][CH2:5][CH:6]([CH2:18][CH3:19])[C:7]([N:9]1[CH2:16][C:15](=[O:17])[CH2:14][C@H:10]1[C:11]([OH:13])=[O:12])=[O:8]. Procedure details: The product from part (a) is hydrolyzed with concentrated ammonia according to the procedure of Example 2 to yield (S)-1-(3-mercapto-2-ethyl-1-oxopropyl)-4-oxo-L-proline.